This data is from the Open Reaction Database (ORD), a public repository of structured organic reaction records. The task is: describe an organic reaction: reactants, conditions, products, and yield Reactants: BrC1=CC=C2C=CN(C2=C1)[Si](C(C)C)(C(C)C)C(C)C (6-Bromo-1-triisopropylsilyl-indole), P(C(C)(C)C)(C(C)(C)C)C(C)(C)C (tBu3P), CC1NCCNC1 (2-methylpiperazine), CC(C)(C)[O-].[Na+] (NaOtBu). The reagents and catalysts are CC(=O)[O-].CC(=O)[O-].[Pd+2] (Pd(OAc)2). Solvent: C=1(C(=CC=CC1)C)C (xylene). Reaction conditions: temperature 120 celsius. Product: CC1CN(CCN1)C1=CC=C2C=CN(C2=C1)[Si](C(C)C)(C(C)C)C(C)C (6-(3-methylpiperazinyl)-1-triisopropylsilyl-indole). As a reaction SMILES: Br[C:2]1[CH:10]=[C:9]2[C:5]([CH:6]=[CH:7][N:8]2[Si:11]([CH:18]([CH3:20])[CH3:19])([CH:15]([CH3:17])[CH3:16])[CH:12]([CH3:14])[CH3:13])=[CH:4][CH:3]=1.[CH3:21][CH:22]1[CH2:27][NH:26][CH2:25][CH2:24][NH:23]1.CC([O-])(C)C.[Na+].P(C(C)(C)C)(C(C)(C)C)C(C)(C)C>C1(C)C(C)=CC=CC=1.CC([O-])=O.CC([O-])=O.[Pd+2]>[CH3:21][CH:22]1[NH:23][CH2:24][CH2:25][N:26]([C:2]2[CH:10]=[C:9]3[C:5]([CH:6]=[CH:7][N:8]3[Si:11]([CH:18]([CH3:20])[CH3:19])([CH:15]([CH3:17])[CH3:16])[CH:12]([CH3:14])[CH3:13])=[CH:4][CH:3]=2)[CH2:27]1 |f:2.3,6.7.8|. Procedure details: From 6-Bromo-1-triisopropylsilyl-indole (400 mg, 1.14 mmol), 2-methylpiperazine (1.36 mg, 13.6 mmol), NaOtBu (0.153 mg, 1.59 mmol), tBu3P (12 mg) and Pd(OAc)2 (3 mg) in xylene (1 ml) under argon. The reaction mixture was heated to 120° C. (59%). The product is [Si](C)(C)(C(C)(C)C)OC1CN(C1)C[C@@H](C(=O)NC1=NC=C(C=C1)F)O ((S)-3-(3-(tert-butyldimethylsilyloxy)azetidin-1-yl)-N-(5-fluoropyridin-2-yl)-2-hydroxypropanamide). Reported procedure: Trimethylaluminium (2M solution in toluene) (15.89 mL, 31.79 mmol) was added to 5-fluoropyridin-2-amine (3.10 g, 27.64 mmol) in toluene (80 mL) cooled to 0° C. under nitrogen over a period of 10 minutes. The resulting solution was stirred at 0° C. for 10 minutes. (S)-methyl 3-(3-(tert-butyldimethylsilyloxy)azetidin-1-yl)-2-hydroxypropanoate (Intermediate AD3) (8 g, 27.64 mmol) in toluene (20 mL) was added over 10 minutes and the reaction was allowed to warm to room temperature and then heated at... The reactants are [Si](C)(C)(C(C)(C)C)OC1CN(C1)C[C@@H](C(=O)OC)O ((S)-methyl 3-(3-(tert-butyldimethylsilyloxy)azetidin-1-yl)-2-hydroxypropanoate), C[Al](C)C (Trimethylaluminium), FC=1C=CC(=NC1)N (5-fluoropyridin-2-amine), solution, [C@@H]([C@H](C(=O)[O-])O)(C(=O)[O-])O.[Na+].[K+] (Rochelle's salt). Yield: 51.7%. As a reaction SMILES: C[Al](C)C.[F:5][C:6]1[CH:7]=[CH:8][C:9]([NH2:12])=[N:10][CH:11]=1.[Si:13]([O:20][CH:21]1[CH2:24][N:23]([CH2:25][C@H:26]([OH:31])[C:27](OC)=[O:28])[CH2:22]1)([C:16]([CH3:19])([CH3:18])[CH3:17])([CH3:15])[CH3:14].[C@H](O)(C([O-])=O)[C@@H](O)C([O-])=O.[Na+].[K+]>C1(C)C=CC=CC=1.C(OCC)(=O)C>[Si:13]([O:20][CH:21]1[CH2:24][N:23]([CH2:25][C@H:26]([OH:31])[C:27]([NH:12][C:9]2[CH:8]=[CH:7][C:6]([F:5])=[CH:11][N:10]=2)=[O:28])[CH2:22]1)([C:16]([CH3:19])([CH3:18])[CH3:17])([CH3:15])[CH3:14] |f:3.4.5|. Conditions: temperature 0 celsius, time 10 minute. Run in C1(=CC=CC=C1)C (toluene), C(C)(=O)OCC (ethyl acetate), C1(=CC=CC=C1)C (toluene). Starting materials: COC1=C(C=C(C=C1)C)S(=O)(=O)C=1C=C(C2=C(C=CO2)C1)C(=O)OC (Methyl 5-[(2-methoxy-5-methylphenyl)sulfonyl]-1-benzofuran-7-carboxylate), CC1=CC=C(C=C1)S(=O)(=O)C=1C=C(C2=C(CCO2)C1)C(=O)OC (methyl 5-[(4-methylphenyl)sulfonyl]-2,3-dihydro-1-benzofuran-7-carboxylate). Product: CC1=CC=C(C=C1)S(=O)(=O)C=1C=C(C2=C(C=CO2)C1)C(=O)OC (Methyl 5-[(4-methylphenyl)sulfonyl]-1-benzofuran-7-carboxylate). As a reaction SMILES: COC1C=CC(C)=CC=1S(C1C=C(C(OC)=O)C2OC=CC=2C=1)(=O)=O.[CH3:26][C:27]1[CH:32]=[CH:31][C:30]([S:33]([C:36]2[CH:37]=[C:38]([C:45]([O:47][CH3:48])=[O:46])[C:39]3[O:43][CH2:42][CH2:41][C:40]=3[CH:44]=2)(=[O:35])=[O:34])=[CH:29][CH:28]=1>>[CH3:26][C:27]1[CH:28]=[CH:29][C:30]([S:33]([C:36]2[CH:37]=[C:38]([C:45]([O:47][CH3:48])=[O:46])[C:39]3[O:43][CH:42]=[CH:41][C:40]=3[CH:44]=2)(=[O:35])=[O:34])=[CH:31][CH:32]=1. Reported procedure: The title compound was prepared according to the procedure of Intermediate 67 starting from methyl 5-[(4-methylphenyl)sulfonyl]-2,3-dihydro-1-benzofuran-7-carboxylate (117 mg, 0.4 mmol; obtained in Step 1). Yield: 62 mg (53%) after purification by preparative HPLC (System F; 40-60% MeCN). MS (ESI+) for C17H16O5S m/z 331 (M+H)+. Reactants: F[B-](F)(F)F, O=C(NC1CCC(=O)N2CCCC(C(=O)O)N2C1=O)c1ccccc1, CCOC(C)=O, CCN(C(C)C)C(C)C, ClCCl, CC(C)(C)OC(=O)CC(N)C(=O)C=[N+]=[N-], CN(C)C(On1nnc2ccccc21)=[N+](C)C. Product: CC(C)(C)OC(=O)CC(NC(=O)C1CCCN2C(=O)CCC(NC(=O)c3ccccc3)C(=O)N12)C(=O)C=[N+]=[N-]. As a reaction SMILES: [B-:50]([F:51])([F:52])([F:53])[F:54].[C:1]([c:2]1[cH:3][cH:4][cH:5][cH:6][cH:7]1)(=[O:8])[NH:9][CH:10]1[CH2:11][CH2:12][C:13](=[O:25])[N:14]2[N:15]([C:16]1=[O:17])[CH:18]([C:22](=[O:23])[OH:24])[CH2:19][CH2:20][CH2:21]2.[CH3:75][CH2:76][O:77][C:78](=[O:79])[CH3:80].[CH:41]([N:42]([CH2:43][CH3:44])[CH:45]([CH3:46])[CH3:47])([CH3:48])[CH3:49].[Cl:72][CH2:73][Cl:74].[NH2:26][CH:27]([CH2:28][C:29](=[O:30])[O:31][C:32]([CH3:33])([CH3:34])[CH3:35])[C:36]([CH:37]=[N+:38]=[N-:39])=[O:40].[n:55]1([O:56][C:57]([N:58]([CH3:59])[CH3:60])=[N+:61]([CH3:62])[CH3:63])[c:64]2[cH:65][cH:66][cH:67][cH:68][c:69]2[n:70][n:71]1>>[C:1]([c:2]1[cH:3][cH:4][cH:5][cH:6][cH:7]1)(=[O:8])[NH:9][CH:10]1[CH2:11][CH2:12][C:13](=[O:25])[N:14]2[N:15]([C:16]1=[O:17])[CH:18]([C:22](=[O:24])[NH:26][CH:27]([CH2:28][C:29](=[O:30])[O:31][C:32]([CH3:33])([CH3:34])[CH3:35])[C:36]([CH:37]=[N+:38]=[N-:39])=[O:40])[CH2:19][CH2:20][CH2:21]2. Reactants: CCOC(=O)NN, Cc1ccc(S(=O)(=O)O)cc1, Cc1ccccc1, COc1ccc(CC(=O)c2ccccc2)cc1. Yields the product CCOC(=O)NN=C(Cc1ccc(OC)cc1)c1ccccc1. Reaction SMILES: [C:18]([NH:19][NH2:20])(=[O:21])[O:22][CH2:23][CH3:24].[CH3:25][c:26]1[cH:27][cH:28][c:29]([S:30]([OH:31])(=[O:32])=[O:33])[cH:34][cH:35]1.[CH3:36][c:37]1[cH:38][cH:39][cH:40][cH:41][cH:42]1.[c:1]1([C:7]([CH2:8][c:9]2[cH:10][cH:11][c:12]([O:15][CH3:16])[cH:13][cH:14]2)=[O:17])[cH:2][cH:3][cH:4][cH:5][cH:6]1>>[c:1]1([C:7]([CH2:8][c:9]2[cH:10][cH:11][c:12]([O:15][CH3:16])[cH:13][cH:14]2)=[N:20][NH:19][C:18](=[O:21])[O:22][CH2:23][CH3:24])[cH:2][cH:3][cH:4][cH:5][cH:6]1. The reactants are OOS(=O)[O-].[K+] (Oxone), COC(C(CC1=CC(=C(C(=C1)C)C=O)C)(C)C)=O (3-(4-formyl-3,5-dimethyl-phenyl)-2,2-dimethyl-propionic acid methyl ester), ClC=1C=C(C=CC1)NC1=NN=C(O1)C=1C=CC2=C(NC(=N2)C2=C(C=C(C=C2C)CCC(=O)O)C)C1 (3-(4-{6-[5-(3-Chlorophenylamino)-[1,3,4]oxadiazol-2-yl]-1H-benzoimidazol-2-yl}-3,5-dimethylphenyl)-propionic acid), CN(C)C=O (DMF). Run in O (water). Reaction conditions: time 18 hour. Yields the product COC(C(CC1=CC(=C(C(=C1)C)C1=NC2=C(N1)C=CC(=C2)C=2OC(=NN2)C2=CC=C(C=C2)OC)C)(C)C)=O (3-(4-{5-[5-(4-Methoxy-phenyl)-[1,3,4]oxadiazol-2-yl]-1H-benzoimidazol-2-yl}-3,5-dimethyl-phenyl)-2,2-dimethyl-propionic acid methyl ester). RXN SMILES: OOS([O-])=O.[K+].[CH3:7][O:8][C:9](=[O:24])[C:10]([CH3:23])([CH3:22])[CH2:11][C:12]1[CH:17]=[C:16]([CH3:18])[C:15]([CH:19]=O)=[C:14]([CH3:21])[CH:13]=1.ClC1C=C(N[C:33]2[O:37][C:36]([C:38]3[CH:39]=[CH:40][C:41]4[N:45]=C(C5C(C)=CC(CCC(O)=O)=CC=5C)[NH:43][C:42]=4[CH:59]=3)=[N:35][N:34]=2)C=CC=1.CN([CH:63]=[O:64])C>O>[CH3:7][O:8][C:9](=[O:24])[C:10]([CH3:23])([CH3:22])[CH2:11][C:12]1[CH:17]=[C:16]([CH3:18])[C:15]([C:19]2[NH:45][C:41]3[CH:40]=[CH:39][C:38]([C:36]4[O:37][C:33]([C:12]5[CH:17]=[CH:16][C:15]([O:64][CH3:63])=[CH:14][CH:13]=5)=[N:34][N:35]=4)=[CH:59][C:42]=3[N:43]=2)=[C:14]([CH3:21])[CH:13]=1 |f:0.1|. Procedure: Oxone (420 mg, 0.683 mmol) was added to a mixture of 3-(4-formyl-3,5-dimethyl-phenyl)-2,2-dimethyl-propionic acid methyl ester (250 mg, 1.00 mmol) and 4-[5-(4-Methoxy-phenyl)-[1,3,4]oxadiazol-2-yl]-benzene-1,2-diamine (prepared as described in Example 1-59, 300 mg, 1.06 mmol) in DMF (8 mL) and water (0.8 mL), and the mixture was stirred at room temperature for 18 h. The mixture was partitioned between EtOAc and water. The EtOAc extract was washed with brine, dried over Na2SO4, concentrated and c... The reactants are N (ammonia), C(C)(=O)SCC(C(=O)NC=1C=C(C(=O)OCC2=CC=CC=C2)C=CC1)CC1=CC=CC=C1 (Benzyl 3-[(2-acetylthiomethyl-3-phenylpropionyl)-amino]benzoate), Cl (hydrochloric acid). The solvent is C(C)#N (acetonitrile). Reaction conditions: time 1 hour. The product is SCC(C(=O)NC=1C=C(C(=O)OCC2=CC=CC=C2)C=CC1)CC1=CC=CC=C1 (benzyl 3-[(2-mercaptomethyl-3-phenylpropionyl)amino]benzoate). Isolated yield 49.7%. RXN SMILES: C([S:4][CH2:5][CH:6]([CH2:26][C:27]1[CH:32]=[CH:31][CH:30]=[CH:29][CH:28]=1)[C:7]([NH:9][C:10]1[CH:11]=[C:12]([CH:23]=[CH:24][CH:25]=1)[C:13]([O:15][CH2:16][C:17]1[CH:22]=[CH:21][CH:20]=[CH:19][CH:18]=1)=[O:14])=[O:8])(=O)C.N.Cl>C(#N)C>[SH:4][CH2:5][CH:6]([CH2:26][C:27]1[CH:32]=[CH:31][CH:30]=[CH:29][CH:28]=1)[C:7]([NH:9][C:10]1[CH:11]=[C:12]([CH:23]=[CH:24][CH:25]=1)[C:13]([O:15][CH2:16][C:17]1[CH:22]=[CH:21][CH:20]=[CH:19][CH:18]=1)=[O:14])=[O:8]. Reported procedure: Benzyl 3-[(2-acetylthiomethyl-3-phenylpropionyl)-amino]benzoate (2.0 g) is dissolved in acetonitrile (20 ml), and thereto is added 28% aqueous ammonia (15 ml), and the mixture is stirred at room temperature for one hour. The reaction mixture is adjusted to pH 2.5 with 20% hydrochloric acid under ice cooling and is extracted with ethyl acetate (70 ml). The extract is washed with water, and ethyl acetate is distilled off under reduced pressure. The residue is purified by a medium pressure column c...